From a dataset of the Open Reaction Database (ORD), a public repository of structured organic reaction records. describe an organic reaction: reactants, conditions, products, and yield The reactants are CCOC(=O)C=Cc1cnc(NC2CCN(Cc3cccc(OC)c3)C2)cn1, CO, Cl, [Na+], [OH-]. Reaction SMILES: [CH3:1][O:2][c:3]1[cH:4][c:5]([CH2:6][N:7]2[CH2:8][CH:9]([NH:12][c:13]3[n:14][cH:15][c:16]([CH:19]=[CH:20][C:21](=[O:22])[O:23][CH2:24][CH3:25])[n:17][cH:18]3)[CH2:10][CH2:11]2)[cH:26][cH:27][cH:28]1.[CH3:32][OH:33].[ClH:31].[Na+:30].[OH-:29]>>[CH3:1][O:2][c:3]1[cH:4][c:5]([CH2:6][N:7]2[CH2:8][CH:9]([NH:12][c:13]3[n:14][cH:15][c:16]([CH:19]=[CH:20][C:21](=[O:22])[OH:23])[n:17][cH:18]3)[CH2:10][CH2:11]2)[cH:26][cH:27][cH:28]1. The product is COc1cccc(CN2CCC(Nc3cnc(C=CC(=O)O)cn3)C2)c1.